Dataset: the Open Reaction Database (ORD), a public repository of structured organic reaction records. Task: describe an organic reaction: reactants, conditions, products, and yield Reactants: NC1=NC2(CO1)c1cc(O)ccc1Oc1ccc(Br)cc12, O=C([O-])[O-], C1CCOC1, [K+], [K+], c1ccc(P(c2ccccc2)(c2ccccc2)[Pd](P(c2ccccc2)(c2ccccc2)c2ccccc2)(P(c2ccccc2)(c2ccccc2)c2ccccc2)P(c2ccccc2)(c2ccccc2)c2ccccc2)cc1, OB(O)c1cncnc1. The product is NC1=NC2(CO1)c1cc(O)ccc1Oc1ccc(-c3cncnc3)cc12. As a reaction SMILES: [Br:1][c:2]1[cH:3][c:4]2[c:5]([cH:6][cH:7]1)[O:8][c:9]1[cH:10][cH:11][c:12]([OH:21])[cH:13][c:14]1[C:15]21[N:16]=[C:17]([NH2:20])[O:18][CH2:19]1.[C:31](=[O:32])([O-:33])[O-:34].[CH2:37]1[O:38][CH2:39][CH2:40][CH2:41]1.[K+:35].[K+:36].[cH:42]1[cH:43][cH:44][c:45]([P:46]([Pd:47]([P:48]([c:49]2[cH:50][cH:51][cH:52][cH:53][cH:54]2)([c:55]2[cH:56][cH:57][cH:58][cH:59][cH:60]2)[c:61]2[cH:62][cH:63][cH:64][cH:65][cH:66]2)([P:67]([c:68]2[cH:69][cH:70][cH:71][cH:72][cH:73]2)([c:74]2[cH:75][cH:76][cH:77][cH:78][cH:79]2)[c:80]2[cH:81][cH:82][cH:83][cH:84][cH:85]2)[P:86]([c:87]2[cH:88][cH:89][cH:90][cH:91][cH:92]2)([c:93]2[cH:94][cH:95][cH:96][cH:97][cH:98]2)[c:99]2[cH:100][cH:101][cH:102][cH:103][cH:104]2)([c:105]2[cH:106][cH:107][cH:108][cH:109][cH:110]2)[c:111]2[cH:112][cH:113][cH:114][cH:115][cH:116]2)[cH:117][cH:118]1.[n:22]1[cH:23][n:24][cH:25][c:26]([B:28]([OH:29])[OH:30])[cH:27]1>>[c:2]1(-[c:26]2[cH:25][n:24][cH:23][n:22][cH:27]2)[cH:3][c:4]2[c:5]([cH:6][cH:7]1)[O:8][c:9]1[cH:10][cH:11][c:12]([OH:21])[cH:13][c:14]1[C:15]21[N:16]=[C:17]([NH2:20])[O:18][CH2:19]1. Starting materials: CN(C)C=O, Clc1nc(Cl)nc(Cl)n1, CC(C)(C)OC(=O)N1CCC(COC(C(N)=O)c2cc(Cl)cc3cn(COCC[Si](C)(C)C)nc23)(c2ccc(F)cc2)CC1. The product is CC(C)(C)OC(=O)N1CCC(COC(C#N)c2cc(Cl)cc3cn(COCC[Si](C)(C)C)nc23)(c2ccc(F)cc2)CC1. As a reaction SMILES: [CH3:54][N:55]([CH3:56])[CH:57]=[O:58].[Cl:45][c:46]1[n:47][c:48]([Cl:49])[n:50][c:51]([Cl:52])[n:53]1.[NH2:1][C:2]([CH:3]([O:4][CH2:5][C:6]1([c:19]2[cH:20][cH:21][c:22]([F:25])[cH:23][cH:24]2)[CH2:7][CH2:8][N:9]([C:12](=[O:13])[O:14][C:15]([CH3:16])([CH3:17])[CH3:18])[CH2:10][CH2:11]1)[c:26]1[cH:27][c:28]([Cl:43])[cH:29][c:30]2[cH:31][n:32]([CH2:35][O:36][CH2:37][CH2:38][Si:39]([CH3:40])([CH3:41])[CH3:42])[n:33][c:34]12)=[O:44]>>[N:1]#[C:2][CH:3]([O:4][CH2:5][C:6]1([c:19]2[cH:20][cH:21][c:22]([F:25])[cH:23][cH:24]2)[CH2:7][CH2:8][N:9]([C:12](=[O:13])[O:14][C:15]([CH3:16])([CH3:17])[CH3:18])[CH2:10][CH2:11]1)[c:26]1[cH:27][c:28]([Cl:43])[cH:29][c:30]2[cH:31][n:32]([CH2:35][O:36][CH2:37][CH2:38][Si:39]([CH3:40])([CH3:41])[CH3:42])[n:33][c:34]12.